From a dataset of the Open Reaction Database (ORD), a public repository of structured organic reaction records. describe an organic reaction: reactants, conditions, products, and yield Starting materials: FC(S(=O)(=O)OC1=C(C2=CC=C(C=C2C=C1)C(C(C)C)(C=1N=CN(C1)C(C1=CC=CC=C1)(C1=CC=CC=C1)C1=CC=CC=C1)O)C(=O)NC)(F)F (6-[1-hydroxy-2-methyl-1-(1-trityl-1H-imidazol-4-yl)propyl]-1-(methylaminocarbonyl)-2-naphthyl trifluoromethanesulfonate), C(=O)O (formic acid), C(CCC)N(CCCC)CCCC (tributylamine), C1(=CC=CC=C1)P(CCCP(C1=CC=CC=C1)C1=CC=CC=C1)C1=CC=CC=C1 (1,3-bis-(diphenylphosphino)propane). Reagents/catalysts: Cl[Pd]([P](C1=CC=CC=C1)(C2=CC=CC=C2)C3=CC=CC=C3)([P](C4=CC=CC=C4)(C5=CC=CC=C5)C6=CC=CC=C6)Cl (dichlorobis(triphenylphosphine)palladium). The solvent is CN(C)C=O (DMF). Run at temperature 80 celsius. Yields the product OC(C(C)C)(C=1N=CNC1)C=1C=C2C=CC=C(C2=CC1)C(=O)NC (6-[1-Hydroxy-1-(1H-imidazol-4-yl)-2-methylpropyl]-N-methyl-1-naphthamide). Isolated yield 121.1%. As a reaction SMILES: FC(F)(F)S(O[C:7]1[CH:16]=[CH:15][C:14]2[C:9](=[CH:10][CH:11]=[C:12]([C:17]([OH:45])([C:21]3[N:22]=[CH:23][N:24](C(C4C=CC=CC=4)(C4C=CC=CC=4)C4C=CC=CC=4)[CH:25]=3)[CH:18]([CH3:20])[CH3:19])[CH:13]=2)[C:8]=1[C:46]([NH:48][CH3:49])=[O:47])(=O)=O.C(O)=O.C(N(CCCC)CCCC)CCC.C1(P(C2C=CC=CC=2)CCCP(C2C=CC=CC=2)C2C=CC=CC=2)C=CC=CC=1>CN(C=O)C.Cl[Pd](Cl)([P](C1C=CC=CC=1)(C1C=CC=CC=1)C1C=CC=CC=1)[P](C1C=CC=CC=1)(C1C=CC=CC=1)C1C=CC=CC=1>[OH:45][C:17]([C:12]1[CH:13]=[C:14]2[C:9](=[CH:10][CH:11]=1)[C:8]([C:46]([NH:48][CH3:49])=[O:47])=[CH:7][CH:16]=[CH:15]2)([C:21]1[N:22]=[CH:23][NH:24][CH:25]=1)[CH:18]([CH3:20])[CH3:19] |^1:104,123|. Reported procedure: A mixture of 6-[1-hydroxy-2-methyl-1-(1-trityl-1H-imidazol-4-yl)propyl]-1-(methylaminocarbonyl)-2-naphthyl trifluoromethanesulfonate (700 mg), formic acid (0.1 mL), tributylamine (1.0 mL), dichlorobis(triphenylphosphine)palladium (70 mg), and 1,3-bis-(diphenylphosphino)propane (103 mg) in anhydrous DMF (5 mL) was heated at 80° C. for 4 h. After dilution with water, the yellow precipitate was filtered and washed with water. The precipitate was purified by flash column chromatography on silica gel... Starting materials: C(#N)C=1C=C(C=CC1)B(O)O (3-cyanophenylboronic acid), BrC1=C(C=C(C=C1)[N+](=O)[O-])C (2-bromo-5-nitrotoluene), C([O-])([O-])=O.[Na+].[Na+] (sodium carbonate). The reagents and catalysts are C=1C=CC(=CC1)[P](C=2C=CC=CC2)(C=3C=CC=CC3)[Pd]([P](C=4C=CC=CC4)(C=5C=CC=CC5)C=6C=CC=CC6)([P](C=7C=CC=CC7)(C=8C=CC=CC8)C=9C=CC=CC9)[P](C=1C=CC=CC1)(C=1C=CC=CC1)C=1C=CC=CC1 (tetrakis(triphenylphosphine)palladium(0)). The solvent is C(C)O (ethanol), COCCOC (1,2-dimethoxyethane), COCCOC (1,2-dimethoxyethane). Reaction conditions: time 10 minute. Yields the product C(#N)C=1C=C(C=CC1)C1=C(C=C(C=C1)[N+](=O)[O-])C (1-(3-cyanophenyl)-2-methyl-4-nitrobenzene). Yield: 87.2%. RXN SMILES: Br[C:2]1[CH:7]=[CH:6][C:5]([N+:8]([O-:10])=[O:9])=[CH:4][C:3]=1[CH3:11].[C:12]([C:14]1[CH:15]=[C:16](B(O)O)[CH:17]=[CH:18][CH:19]=1)#[N:13].C(=O)([O-])[O-].[Na+].[Na+]>COCCOC.C(O)C.C1C=CC([P]([Pd]([P](C2C=CC=CC=2)(C2C=CC=CC=2)C2C=CC=CC=2)([P](C2C=CC=CC=2)(C2C=CC=CC=2)C2C=CC=CC=2)[P](C2C=CC=CC=2)(C2C=CC=CC=2)C2C=CC=CC=2)(C2C=CC=CC=2)C2C=CC=CC=2)=CC=1>[C:12]([C:14]1[CH:19]=[C:18]([C:2]2[CH:7]=[CH:6][C:5]([N+:8]([O-:10])=[O:9])=[CH:4][C:3]=2[CH3:11])[CH:17]=[CH:16][CH:15]=1)#[N:13] |f:2.3.4,^1:41,43,62,81|. Reported procedure: A solution of 2-bromo-5-nitrotoluene (8.82 gm, 40.83 mmol) in 1,2-dimethoxyethane (150 mL) was added to a solution of tetrakis(triphenylphosphine)palladium(0) (2.35 gm, 2.04 mmol) in 1,2-dimethoxyethane (100 mL) under nitrogen at room temperature. A solution of 3-cyanophenylboronic acid (J. Med.Chem., 1997, 40, 4208)(9.0 gm, 61.25 mmol) in ethanol (45 mL) was added and stirred for 10 mins. Finally, 2M aqueous sodium carbonate (234 mL) was added and the mixture was heated under reflux for 18 h. A... The reactants are CN(C)C=O, O=C(Cl)C(=O)Cl, O=C(O)C=Cc1ccc(S(F)(F)(F)(F)F)cc1, N, C1CCOC1. Yields the product NC(=O)C=Cc1ccc(S(F)(F)(F)(F)F)cc1. Reaction SMILES: [CH:30]([N:31]([CH3:32])[CH3:33])=[O:34].[Cl:18][C:19]([C:20]([Cl:21])=[O:22])=[O:23].[F:1][S:2]([c:3]1[cH:4][cH:5][c:6]([CH:9]=[CH:10][C:11](=[O:12])[OH:13])[cH:7][cH:8]1)([F:14])([F:15])([F:16])[F:17].[NH3:24].[O:25]1[CH2:26][CH2:27][CH2:28][CH2:29]1>>[F:1][S:2]([c:3]1[cH:4][cH:5][c:6]([CH:9]=[CH:10][C:11](=[O:12])[NH2:24])[cH:7][cH:8]1)([F:14])([F:15])([F:16])[F:17]. The reactants are CCO, CC1=CC(=O)C(C)(c2ccccc2)O1, [Cl-], C1CCC2=NCCCN2CC1, [Na+], O=Cc1ccncc1. The product is CC1(c2ccccc2)OC(C=Cc2ccncc2)=CC1=O. As a reaction SMILES: [CH3:36][CH2:37][OH:38].[CH3:9][C:10]1([c:17]2[cH:18][cH:19][cH:20][cH:21][cH:22]2)[O:11][C:12]([CH3:16])=[CH:13][C:14]1=[O:15].[Cl-:35].[N:23]12[CH2:24][CH2:25][CH2:26][N:27]=[C:28]1[CH2:29][CH2:30][CH2:31][CH2:32][CH2:33]2.[Na+:34].[n:1]1[cH:2][cH:3][c:4]([CH:7]=[O:8])[cH:5][cH:6]1>>[n:1]1[cH:2][cH:3][c:4]([CH:7]=[CH:16][C:12]2=[CH:13][C:14](=[O:15])[C:10]([CH3:9])([c:17]3[cH:18][cH:19][cH:20][cH:21][cH:22]3)[O:11]2)[cH:5][cH:6]1. Reactants: OCC(C(C)=O)(C)CO (3,3-bis(Hydroxymethyl)butanone), CN(C1=CC=C(C=O)C=C1)C (p-dimethylaminobenzaldehyde), C1(=CC=C(C=C1)S(=O)(=O)O)C (toluene-p-sulphonic acid), C1(=CC=CC=C1)C (toluene). The solvent is O (water), O (water). The product is CN(C1=CC=C(C=C1)C1OCC(CO1)(C)C(=O)C)C ([2-(p-Dimethylaminophenyl)-5-methyl-1,3-dioxan-5-yl]methyl ketone). As a reaction SMILES: [OH:1][CH2:2][C:3]([CH2:8][OH:9])([CH3:7])[C:4](=[O:6])[CH3:5].[CH3:10][N:11]([CH3:20])[C:12]1[CH:19]=[CH:18][C:15]([CH:16]=O)=[CH:14][CH:13]=1.C1(C)C=CC(S(O)(=O)=O)=CC=1.C1(C)C=CC=CC=1>O>[CH3:10][N:11]([CH3:20])[C:12]1[CH:19]=[CH:18][C:15]([CH:16]2[O:9][CH2:8][C:3]([C:4]([CH3:5])=[O:6])([CH3:7])[CH2:2][O:1]2)=[CH:14][CH:13]=1. Procedure: 3,3-bis(Hydroxymethyl)butanone (29.0 g), p-dimethylaminobenzaldehyde (29.8 g), toluene-p-sulphonic acid (250 mg) and toluene (140 ml) were heated under reflux in a Dean and Stark water trap until the theoretical amount of water had separated. The solution was concentrated in vacuo, the crude residue was washed with 8% aqueous sodium bicarbonate solution (100 ml) and crystallised from petroleum ether (b.p. 80°-100°)/ethyl acetate as a crystalline solid m.p.118°-120° (Cis-trans 96:4). Reactants: [I-].[K+] (potassium iodide), II (iodine), OC(CNC(C1=C(C(C(=O)NCC(CO)O)=C(C(=C1I)NC=O)I)I)=O)CO (N,N′-Bis-(2,3-dihydroxy-propyl)-5-formylamino-2,4,6-triiodo-isophthalamide), [OH-].[K+] (Potassium hydroxide), C(C=C)N(C(C)=O)C=1C(=C(C(=C(C(=O)NCC(CO)O)C1I)I)C(=O)NCC(CO)O)I (5-(N-allylacetamido)-N1,N3-bis(2,3-dihydroxypropyl)-2,4,6-triiodoisophthalamide). The solvent is O (water), CO (methanol), O (water), O (water), CO (methanol). Conditions: temperature 10 celsius, time 60 minute. The product is OC(CNC(=O)C=1C(=C(C(=C(C1I)C(NCC(CO)O)=O)I)N(C(C)=O)CC(CN(C=O)C=1C(=C(C(=C(C(=O)NCC(CO)O)C1I)I)C(=O)NCC(CO)O)I)O)I)CO (5-(N-(3-(N-(3,5-bis(2,3-dihydroxypropylcarbamoyl)-2,4,6-triiodophenyl)acetamido)-2-hydroxypropyl)formamido)-N1,N3-bis(2,3-dihydroxypropyl)-2,4,6-triiodoisophthalamide). Reaction SMILES: [CH2:1]([N:4]([C:8]1[C:9]([I:32])=[C:10]([C:24]([NH:26][CH2:27][CH:28]([OH:31])[CH2:29][OH:30])=[O:25])[C:11]([I:23])=[C:12]([C:21]=1[I:22])[C:13]([NH:15][CH2:16][CH:17]([OH:20])[CH2:18][OH:19])=[O:14])[C:5](=[O:7])[CH3:6])[CH:2]=[CH2:3].[I-].[K+].II.[OH:37][CH:38]([CH2:63][OH:64])[CH2:39][NH:40][C:41](=[O:62])[C:42]1[C:55]([I:56])=[C:54]([NH:57][CH:58]=[O:59])[C:53]([I:60])=[C:44]([C:45]([NH:47][CH2:48][CH:49]([OH:52])[CH2:50][OH:51])=[O:46])[C:43]=1[I:61].[OH-:65].[K+]>O.CO>[OH:20][CH:17]([CH2:18][OH:19])[CH2:16][NH:15][C:13]([C:12]1[C:21]([I:22])=[C:8]([N:4]([CH2:1][CH:2]([OH:65])[CH2:3][N:57]([C:54]2[C:53]([I:60])=[C:44]([C:45]([NH:47][CH2:48][CH:49]([OH:52])[CH2:50][OH:51])=[O:46])[C:43]([I:61])=[C:42]([C:55]=2[I:56])[C:41]([NH:40][CH2:39][CH:38]([OH:37])[CH2:63][OH:64])=[O:62])[CH:58]=[O:59])[C:5](=[O:7])[CH3:6])[C:9]([I:32])=[C:10]([C:24](=[O:25])[NH:26][CH2:27][CH:28]([OH:31])[CH2:29][OH:30])[C:11]=1[I:23])=[O:14] |f:1.2,5.6|. Procedure details: To a stirred solution of water (10 ml) and methanol (7 ml) is added 5-(N-allylacetamido)-N1,N3-bis(2,3-dihydroxypropyl)-2,4,6-triiodoisophthalamide (5.0 g 6.35 mmol). pH is adjusted to pH 2 and a solution of potassium iodide (1.05 g, 6.35 mmol) and iodine 1.61 g, 6.35 mmol) in water (5 ml) and methanol (5 ml) is added drop wise at 50° C. The mixture is stirred over night. The solution is cooled to 10° C. and N,N′-Bis-(2,3-dihydroxy-propyl)-5-formylamino-2,4,6-triiodo-isophthalamide (Example 1a)(... Starting materials: C1CNCCN1, C1=CC(=C(C=C1F)Br)C#N. The reagents and catalysts are C(=O)([O-])[O-].[Cs+].[Cs+], C1=CC=C(C=C1)P(C2=CC=CC=C2)C3=C(C4=CC=CC=C4C=C3)C5=C(C=CC6=CC=CC=C65)P(C7=CC=CC=C7)C8=CC=CC=C8, C1=CC=C(C=C1)/C=C/C(=O)/C=C/C2=CC=CC=C2.C1=CC=C(C=C1)/C=C/C(=O)/C=C/C2=CC=CC=C2.C1=CC=C(C=C1)/C=C/C(=O)/C=C/C2=CC=CC=C2.[Pd].[Pd]. Solvent: C1COCCO1. Conditions: temperature 90 celsius. The product is C1CN(CCN1)C2=C(C=CC(=C2)F)C#N. Yield: 0.0%. Reported procedure: Tris(dibenzylideneacetone)dipalladium (0) (57.2 mg, 0.06 mmol) and rac-2,2'-Bis(diphenylphosphino)-1,1'-binaphthyl (78 mg, 0.12 mmol) were added to a mixture of 2-bromo-4-fluorobenzonitrile (250 mg, 1.25 mmol), Cesium carbonate (611 mg, 1.87 mmol) and Piperazine (215 mg, 2.50 mmol) in dioxane (3 mL). Reaction vessel was placed in an oil bath at 90 °C 4pm.  LCMS o/n shows several peaks. Larger peak corresponding to displacement of F by piperazine (MW266) than for desired product (205).  Discarded